This data is from the Open Reaction Database (ORD), a public repository of structured organic reaction records. The task is: describe an organic reaction: reactants, conditions, products, and yield Reactants: ClCCl, Cn1ccc(NC(=O)C(CC2CCCC2)c2ccc(S(C)(=O)=O)c(Cl)c2)n1, O=C(Cl)C(=O)Cl, CC(C)(O)CCn1ccc(N)n1, Cc1cccc(C)n1. Yields the product CC(C)(O)CCn1ccc(NC(=O)C(CC2CCCC2)c2ccc(S(C)(=O)=O)c(Cl)c2)n1. As a reaction SMILES: [CH2:54]([Cl:55])[Cl:56].[Cl:1][c:2]1[cH:3][c:4]([CH:12]([C:13](=[O:14])[NH:15][c:16]2[n:17][n:18]([CH3:21])[cH:19][cH:20]2)[CH2:22][CH:23]2[CH2:24][CH2:25][CH2:26][CH2:27]2)[cH:5][cH:6][c:7]1[S:8](=[O:9])(=[O:10])[CH3:11].[Cl:28][C:29]([C:30]([Cl:31])=[O:32])=[O:33].[NH2:42][c:43]1[cH:44][cH:45][n:46]([CH2:47][CH2:49][C:50]([CH3:51])([OH:52])[CH3:53])[n:48]1.[n:34]1[c:35]([CH3:36])[cH:37][cH:38][cH:39][c:40]1[CH3:41]>>[Cl:1][c:2]1[cH:3][c:4]([CH:12]([C:13](=[O:14])[NH:15][c:16]2[n:17][n:18]([CH2:21][CH2:49][C:50]([CH3:51])([OH:52])[CH3:53])[cH:19][cH:20]2)[CH2:22][CH:23]2[CH2:24][CH2:25][CH2:26][CH2:27]2)[cH:5][cH:6][c:7]1[S:8](=[O:9])(=[O:10])[CH3:11]. Reactants: Cc1cc(=O)c(OCc2ccccc2)c[nH]1, CO, O. The product is Cc1cc(=O)c(O)c[nH]1. Reaction SMILES: [CH2:1]([c:2]1[cH:3][cH:4][cH:5][cH:6][cH:7]1)[O:8][c:9]1[c:10](=[O:16])[cH:11][c:12]([CH3:15])[nH:13][cH:14]1.[CH3:17][OH:18].[OH2:19]>>[OH:8][c:9]1[c:10](=[O:16])[cH:11][c:12]([CH3:15])[nH:13][cH:14]1. Starting materials: N1C=CC2=CC(=CC=C12)C#N (1H-indole-5-carbonitrile), C(C1=CC=CC=C1)#N (benzonitrile), N[C@@H](CS)C(=O)O (L-cysteine), C1(=CC=CC=C1)C=1SCC(N1)C(=O)O (2-phenyl-4,5-dihydrothiazole-4-carboxylic acid), P(=O)([O-])([O-])[O-] (phosphate). Solvent: CO (MeOH). Reaction conditions: temperature 40 celsius, time 3 day. The product is N1C=CC2=CC(=CC=C12)C=1SC[C@H](N1)C(=O)O ((R)-2-(1H-Indol-5-yl)-4,5-dihydrothiazole-4-carboxylic acid), C1(=CC=CC=C1)C=1SCC(N1)C(=O)O (2-phenyl-4,5-dihydrothiazole-4-carboxylic acid). As a reaction SMILES: [NH:1]1[C:9]2[C:4](=[CH:5][C:6]([C:10]#[N:11])=[CH:7][CH:8]=2)[CH:3]=[CH:2]1.[C:12]1([C:18]2[S:19][CH2:20][CH:21]([C:23]([OH:25])=[O:24])[N:22]=2)[CH:17]=[CH:16][CH:15]=[CH:14][CH:13]=1.C(#N)C1C=CC=CC=1.N[C@H](C(O)=O)CS.P([O-])([O-])([O-])=O>CO>[NH:1]1[C:9]2[C:4](=[CH:5][C:6]([C:10]3[S:19][CH2:20][C@@H:21]([C:23]([OH:25])=[O:24])[N:11]=3)=[CH:7][CH:8]=2)[CH:3]=[CH:2]1.[C:12]1([C:18]2[S:19][CH2:20][CH:21]([C:23]([OH:25])=[O:24])[N:22]=2)[CH:13]=[CH:14][CH:15]=[CH:16][CH:17]=1. Reported procedure: (R)-2-(1H-Indol-5-yl)-4,5-dihydrothiazole-4-carboxylic acid 63a was synthesized from 1H-indole-5-carbonitrile using the same method as used for 42a of U.S. application Ser. No. 12/981,233 (now US2011/0257196) and U.S. application Ser. No. 1/216,927 (now US2012/0071524), incorporated herein by reference in their entirety. Briefly, benzonitrile (40 mmol) was combined with L-cysteine (45 mmol) in 100 mL of 1:1 MeOH/pH 6.4 phosphate buffer solution. The reaction was stirred at 40° C. for 3 days. The... The reactants are BrCC(=O)OC(C)(C)C (tert-butyl bromoacetate), O (water), [OH-].[Na+] (sodium hydroxide), C(C1=CC=CC=C1)OC(=O)N1CC(C(CC1)O)C (N-benzyloxycarbonyl-4-hydroxy-3-methyl-piperidine). Reagents/catalysts: S(=O)(=O)([O-])[O-].C(CCC)[N+](CCCC)(CCCC)CCCC.C(CCC)[N+](CCCC)(CCCC)CCCC (tetrabutylammonium sulfate). The solvent is C1(=CC=CC=C1)C (toluene). Conditions: time 8 hour. Product: C(C1=CC=CC=C1)OC(=O)N1CC(C(CC1)OCC(=O)OC(C)(C)C)C (N-benzyloxycarbonyl-4-tert-butoxycarbonylmethyloxy-3-methylpiperidine). Yield: 43.1%. RXN SMILES: [CH2:1]([O:8][C:9]([N:11]1[CH2:16][CH2:15][CH:14]([OH:17])[CH:13]([CH3:18])[CH2:12]1)=[O:10])[C:2]1[CH:7]=[CH:6][CH:5]=[CH:4][CH:3]=1.Br[CH2:20][C:21]([O:23][C:24]([CH3:27])([CH3:26])[CH3:25])=[O:22].O.[OH-].[Na+]>C1(C)C=CC=CC=1.S([O-])([O-])(=O)=O.C([N+](CCCC)(CCCC)CCCC)CCC.C([N+](CCCC)(CCCC)CCCC)CCC>[CH2:1]([O:8][C:9]([N:11]1[CH2:16][CH2:15][CH:14]([O:17][CH2:20][C:21]([O:23][C:24]([CH3:27])([CH3:26])[CH3:25])=[O:22])[CH:13]([CH3:18])[CH2:12]1)=[O:10])[C:2]1[CH:7]=[CH:6][CH:5]=[CH:4][CH:3]=1 |f:3.4,6.7.8|. Reported procedure: 2.53 g of N-benzyloxycarbonyl-4-hydroxy-3-methyl-piperidine was dissolved in 20 ml of toluene, and to this solution was added 2.96 g of tert-butyl bromoacetate, 0.1 g of tetrabutylammonium sulfate and 1 ml of water. Aqueous solution (10.1 g) of sodium hydroxide was added dropwise to this solution in an ice bath, and the solution was stirred overnight at room temperature. The resulting solution was washed with water and saturated solution of sodium chloride, and dried with anhydrous sodium sulfat... The reactants are resultant mixture, COC(C=CC1=CC(=CC=C1)S(NCC1=CC2=C(OCO2)C=C1)(=O)=O)=O (3-{3-[(benzo[1,3]-dioxol-5-ylmethyl)-sulfamoyl]-phenyl}-acrylic acid methyl ester), CO (methanol). Run at time 30 minute. The product is O1COC2=C1C=CC(=C2)CNS(=O)(=O)C=2C=C(C=CC2)C=CC(=O)O (3-{3-[(Benzo[1,3]dioxol-5-ylmethyl)-sulfamoyl]-phenyl}-acrylic acid), solid. Isolated yield 87.0%. RXN SMILES: C[O:2][C:3](=[O:26])[CH:4]=[CH:5][C:6]1[CH:11]=[CH:10][CH:9]=[C:8]([S:12](=[O:25])(=[O:24])[NH:13][CH2:14][C:15]2[CH:23]=[CH:22][C:18]3[O:19][CH2:20][O:21][C:17]=3[CH:16]=2)[CH:7]=1.CO>>[O:19]1[C:18]2[CH:22]=[CH:23][C:15]([CH2:14][NH:13][S:12]([C:8]3[CH:7]=[C:6]([CH:5]=[CH:4][C:3]([OH:26])=[O:2])[CH:11]=[CH:10][CH:9]=3)(=[O:25])=[O:24])=[CH:16][C:17]=2[O:21][CH2:20]1. Reported procedure: To a suspension of 3-{3-[(benzo[1,3]-dioxol-5-ylmethyl)-sulfamoyl]-phenyl}-acrylic acid methyl ester (0.47 g, 1.25 mmol) in methanol (6 ml) 1N NaOH solution (3.75 ml, 3.75 mmol) was added and the resultant mixture was stirred at ambient temperature overnight. The reaction mixture was partitioned between ethyl acetate and water. The aqueous layer was acidified with 2N HCl solution and stirred for 30 min. The precipitated solid was filtered, washed with water and dried in desiccator over P2O5. The... Reactants: CCN(C)C(=O)c1ncc(Br)cn1, O=C([O-])[O-], CN(C)C=O, [Cs+], [Cs+], I[Cu]I, CCOC(=O)c1cc(O)c2cc(C)oc2c1, c1cnc2c(c1)ccc1cccnc12. Yields the product CCOC(=O)c1cc(Oc2cnc(C(=O)N(C)CC)nc2)c2cc(C)oc2c1. RXN SMILES: [Br:1][c:2]1[cH:3][n:4][c:5]([C:8](=[O:9])[N:10]([CH3:11])[CH2:12][CH3:13])[n:6][cH:7]1.[C:30](=[O:31])([O-:32])[O-:33].[CH3:53][N:54]([CH3:55])[CH:56]=[O:57].[Cs+:34].[Cs+:35].[Cu:50]([I:51])[I:52].[OH:14][c:15]1[cH:16][c:17]([C:25](=[O:26])[O:27][CH2:28][CH3:29])[cH:18][c:19]2[c:20]1[cH:21][c:22]([CH3:24])[o:23]2.[cH:36]1[cH:37][c:38]2[cH:39][cH:40][c:41]3[c:42]([c:43]2[n:44][cH:45]1)[n:46][cH:47][cH:48][cH:49]3>>[c:2]1([O:14][c:15]2[cH:16][c:17]([C:25](=[O:26])[O:27][CH2:28][CH3:29])[cH:18][c:19]3[c:20]2[cH:21][c:22]([CH3:24])[o:23]3)[cH:3][n:4][c:5]([C:8](=[O:9])[N:10]([CH3:11])[CH2:12][CH3:13])[n:6][cH:7]1. The reactants are FC1(CCN2C(=C3C(=C2C1O)N(C(N(C3=O)C)=O)C)C3=CC(=CC=C3)F)F (9,9-difluoro-5-(3-fluorophenyl)-10-hydroxy-1,3-dimethyl-7,8,9,10-tetrahydropyrimido[4,5-a]indolizine-2,4(1H,3H)-dione), CC=1OC=CC1 (2-methylfuran). Reagents/catalysts: [Au](Cl)(Cl)Cl (Gold (III) chloride). The solvent is C(C)#N (acetonitrile). Run at time 1 hour. The product is FC1(CCN2C(=C3C(=C2C1C=1OC(=CC1)C)N(C(N(C3=O)C)=O)C)C3=CC(=CC=C3)F)F (9,9-Difluoro-5-(3-fluorophenyl)-1,3-dimethyl-10-(5-methylfuran-2-yl)-7,8,9,10-tetrahydropyrimido[4,5-a]indolizine-2,4(1H,3H)-dione). RXN SMILES: [F:1][C:2]1([F:27])[CH:10](O)[C:9]2[N:5]([C:6]([C:20]3[CH:25]=[CH:24][CH:23]=[C:22]([F:26])[CH:21]=3)=[C:7]3[C:15](=[O:16])[N:14]([CH3:17])[C:13](=[O:18])[N:12]([CH3:19])[C:8]3=2)[CH2:4][CH2:3]1.[CH3:28][C:29]1[O:30][CH:31]=[CH:32][CH:33]=1>C(#N)C.[Au](Cl)(Cl)Cl>[F:27][C:2]1([F:1])[CH:10]([C:31]2[O:30][C:29]([CH3:28])=[CH:33][CH:32]=2)[C:9]2[N:5]([C:6]([C:20]3[CH:25]=[CH:24][CH:23]=[C:22]([F:26])[CH:21]=3)=[C:7]3[C:15](=[O:16])[N:14]([CH3:17])[C:13](=[O:18])[N:12]([CH3:19])[C:8]3=2)[CH2:4][CH2:3]1. Procedure: Gold (III) chloride (4 mg, 0.012 mmol) was added to a suspension of 9,9-difluoro-5-(3-fluorophenyl)-10-hydroxy-1,3-dimethyl-7,8,9,10-tetrahydropyrimido[4,5-a]indolizine-2,4(1H,3H)-dione (47 mg, 0.12 mmol) and 2-methylfuran (15 μL, 0.16 mmol) in acetonitrile (1 mL). The mixture was stirred at room temperature for 1 hour. The mixture was evaporated under vacuum, the residue was dissolved in DCM (5 mL) and washed with water (5 mL). The organic phase was passed through a hydrophobic frit evaporated ...